Task: describe an organic reaction: reactants, conditions, products, and yield. Dataset: the Open Reaction Database (ORD), a public repository of structured organic reaction records Isolated yield 95.6%. Reaction conditions: temperature 75 celsius. Reaction SMILES: [F:1][C:2]1[CH:3]=[C:4]([CH:8]=[CH:9][C:10]=1F)[C:5]([OH:7])=[O:6].C(=O)([O-])[O-].[Cs+].[Cs+].[CH2:18]([SH:25])[C:19]1[CH:24]=[CH:23][CH:22]=[CH:21][CH:20]=1.C(OCC)(=O)C>CS(C)=O>[CH2:18]([S:25][C:10]1[CH:9]=[CH:8][C:4]([C:5]([OH:7])=[O:6])=[CH:3][C:2]=1[F:1])[C:19]1[CH:24]=[CH:23][CH:22]=[CH:21][CH:20]=1 |f:1.2.3|. Reported procedure: 3,4-Difluorobenzoic acid (964 mg, 6.1 mmol, 1 eq), cesium carbonate (3.97 g, 12.1 mmol, 2 eq) and benzyl mercaptan (763 mg, 6.14 mmol, 1 eq) were combined in dimethyl sulphoxide (5 ml) and the reaction mixture heated at 75° C. for 4 hours. The reaction mixture was poured into ethyl acetate (10 ml) then extracted into water (10 ml). The aqueous phase was acidified with 2M HCl, extracted into ethyl acetate (10 ml), dried over sodium sulphate, filtered and evaporated to yield the title compound as ... The solvent is CS(=O)C (dimethyl sulphoxide). Reactants: FC=1C=C(C(=O)O)C=CC1F (3,4-Difluorobenzoic acid), C(C)(=O)OCC (ethyl acetate), C([O-])([O-])=O.[Cs+].[Cs+] (cesium carbonate), C(C1=CC=CC=C1)S (benzyl mercaptan). The product is C(C1=CC=CC=C1)SC1=C(C=C(C(=O)O)C=C1)F (4-(Benzylthio)-3-fluorobenzoic acid). Procedure details: 3,5-difluoro-N-methylaniline (222 mg, 1.55 mmol), 8-(1-bromoethyl)-2-morpholino-6-(pyrrolidine-1-carbonyl)-4H-chromen-4-one hydrobromide (200 mg, 0.39 mmol) and potassium iodide (64.3 mg, 0.39 mmol) in CHCl3 (0.8 mL) and MeOH (0.2 mL) were stirred at 20° C. for 25 hrs. The reaction mixture was concentrated to dryness, diluted with DCM (30 mL), washed with water, brine, dried over magnesium sulfate and concentrated to afford the crude product. Purification was done by flash chromatography on sili... As a reaction SMILES: [F:1][C:2]1[CH:3]=[C:4]([CH:7]=[C:8]([F:10])[CH:9]=1)[NH:5][CH3:6].Br.Br[CH:13]([C:15]1[CH:16]=[C:17]([C:32]([N:34]2[CH2:38][CH2:37][CH2:36][CH2:35]2)=[O:33])[CH:18]=[C:19]2[C:24]=1[O:23][C:22]([N:25]1[CH2:30][CH2:29][O:28][CH2:27][CH2:26]1)=[CH:21][C:20]2=[O:31])[CH3:14].[I-].[K+]>C(Cl)(Cl)Cl.CO.C(#N)C.O>[F:1][C:2]1[CH:3]=[C:4]([N:5]([CH3:6])[CH:13]([C:15]2[CH:16]=[C:17]([C:32]([N:34]3[CH2:38][CH2:37][CH2:36][CH2:35]3)=[O:33])[CH:18]=[C:19]3[C:24]=2[O:23][C:22]([N:25]2[CH2:30][CH2:29][O:28][CH2:27][CH2:26]2)=[CH:21][C:20]3=[O:31])[CH3:14])[CH:7]=[C:8]([F:10])[CH:9]=1 |f:1.2,3.4,7.8|. Run in C(Cl)(Cl)Cl (CHCl3), CO (MeOH), C(C)#N.O (acetonitrile water). Starting materials: FC=1C=C(NC)C=C(C1)F (3,5-difluoro-N-methylaniline), Br.BrC(C)C=1C=C(C=C2C(C=C(OC12)N1CCOCC1)=O)C(=O)N1CCCC1 (8-(1-bromoethyl)-2-morpholino-6-(pyrrolidine-1-carbonyl)-4H-chromen-4-one hydrobromide), [I-].[K+] (potassium iodide). The yield is 59.3%. The product is FC=1C=C(C=C(C1)F)N(C(C)C=1C=C(C=C2C(C=C(OC12)N1CCOCC1)=O)C(=O)N1CCCC1)C (8-(1-((3,5-difluorophenyl)(methyl)amino)ethyl)-2-morpholino-6-(pyrrolidine-1-carbonyl)-4H-chromen-4-one).